This data is from the Open Reaction Database (ORD), a public repository of structured organic reaction records. The task is: describe an organic reaction: reactants, conditions, products, and yield The reactants are COC(C=P(C1=CC=CC=C1)(C1=CC=CC=C1)C1=CC=CC=C1)=O (methyl(triphenylphosphoranylidene)acetate), O=C1C[C@@H]([C@H](N(C1)C(=O)OCC1=CC=CC=C1)C(=O)OCC1=CC=CC=C1)C(=O)OC(C)(C)C (1,2-dibenzyl 3-tert-butyl(2S,3S)-5-oxopiperidine-1,2,3-tricarboxylate). Reaction conditions: time 8 hour. As a reaction SMILES: [CH3:1][O:2][C:3](=[O:24])[CH:4]=P(C1C=CC=CC=1)(C1C=CC=CC=1)C1C=CC=CC=1.O=[C:26]1[CH2:31][N:30]([C:32]([O:34][CH2:35][C:36]2[CH:41]=[CH:40][CH:39]=[CH:38][CH:37]=2)=[O:33])[C@H:29]([C:42]([O:44][CH2:45][C:46]2[CH:51]=[CH:50][CH:49]=[CH:48][CH:47]=2)=[O:43])[C@@H:28]([C:52]([O:54][C:55]([CH3:58])([CH3:57])[CH3:56])=[O:53])[CH2:27]1>C1(C)C=CC=CC=1>[CH3:1][O:2][C:3](=[O:24])[CH:4]=[C:26]1[CH2:31][N:30]([C:32]([O:34][CH2:35][C:36]2[CH:41]=[CH:40][CH:39]=[CH:38][CH:37]=2)=[O:33])[C@H:29]([C:42]([O:44][CH2:45][C:46]2[CH:47]=[CH:48][CH:49]=[CH:50][CH:51]=2)=[O:43])[C@@H:28]([C:52]([O:54][C:55]([CH3:56])([CH3:57])[CH3:58])=[O:53])[CH2:27]1. The product is COC(C=C1C[C@@H]([C@H](N(C1)C(=O)OCC1=CC=CC=C1)C(=O)OCC1=CC=CC=C1)C(=O)OC(C)(C)C)=O (1,2-dibenzyl 3-tert-butyl(2S,3S)-5-(2-methoxy-2-oxoethylidene)piperidine-1,2,3-tricarboxylate). Yield: 79.7%. Solvent: C1(=CC=CC=C1)C (toluene), C1(=CC=CC=C1)C (toluene). Reported procedure: To an oven-dried 25 mL round-bottomed flask equipped with a magnetic stir bar and under a nitrogen gas atmosphere was placed methyl(triphenylphosphoranylidene)acetate (199 mg, 0.597 mmol) and toluene (5 mL). To this heterogeneous solution was added a solution of 1,2-dibenzyl 3-tert-butyl(2S,3S)-5-oxopiperidine-1,2,3-tricarboxylate (93 mg, 0.199 mmol) in toluene (3 mL). The reaction mixture was heated to reflux and stirred overnight. The volatiles were then removed in-vacuo and the yellow oil was... Reactants: COC(=O)[C@H]1CC=CC[C@H]1C(=O)OC ((1R, 6S)-Methyl 6-methoxycarbonyl-3-cyclohexenecarboxylate), O (water), OP(=O)(O)[O-].[K+] (KH2PO4), OP(=O)(O)[O-].[K+] (KH2PO4), [OH-].[Na+] (NaOH), COC(=O)[C@H]1CC=CC[C@H]1C(=O)OC ((1R, 6S)-Methyl 6-methoxycarbonyl-3-cyclohexenecarboxylate). The solvent is CCCCCC (hexane), C(C)(=O)OCC (ethyl acetate), CC(=O)C (acetone). Run at time 24 hour. The product is COC(=O)[C@H]1CC=CC[C@H]1C(=O)O ((1R, 6S)-6-Methoxycarbonyl-3-cyclohexene-1-carboxylic acid). The yield is 90.9%. RXN SMILES: O.OP([O-])(O)=O.[K+].[OH-].[Na+].[CH3:10][O:11][C:12]([C@@H:14]1[C@H:19]([C:20]([O:22]C)=[O:21])[CH2:18][CH:17]=[CH:16][CH2:15]1)=[O:13]>CC(C)=O.C(OCC)(=O)C.CCCCCC>[CH3:10][O:11][C:12]([C@@H:14]1[C@H:19]([C:20]([OH:22])=[O:21])[CH2:18][CH:17]=[CH:16][CH2:15]1)=[O:13] |f:1.2,3.4|. Reported procedure: (1R, 6S)-6-Methoxycarbonyl-3-cyclohexene-1-carboxylic acid (2-3) was prepared following the procedure of Ohno and co-workers4, that had been successfully applied by Appella et al.3 of the Gellman group. Precaution was taken to make sure all glassware was clean. All glassware was washed in acid bath and rinsed twice with Millipore water. To Millipore water (2.6 L) was added KH2PO4 (61.79 g, 454 mmol) and the pH of the resulting solution adjusted to 8 by adding a prepared solution of 2.5 M NaOH an... The reactants are BrC=1C=C(C=CC1)C(C)(C)N (2-(3-bromophenyl)-2-propylamine), Cl (HCl). The solvent is C(C)O (ethanol), C(C)(=O)OCC (ethyl acetate), CCOCC (ether). The product is Cl.BrC=1C=C(C=CC1)C(C)(C)N (2-(3-bromophenyl)-2-propylamine hydrochloride). As a reaction SMILES: [Br:1][C:2]1[CH:3]=[C:4]([C:8]([NH2:11])([CH3:10])[CH3:9])[CH:5]=[CH:6][CH:7]=1.[ClH:12]>CCOCC.C(O)C.C(OCC)(=O)C>[ClH:12].[Br:1][C:2]1[CH:3]=[C:4]([C:8]([NH2:11])([CH3:9])[CH3:10])[CH:5]=[CH:6][CH:7]=1 |f:5.6|. Procedure: To 2-(3-bromophenyl)-2-propylamine 29 in ether is added ethereal HCl. Solvent removal affords a tan solid, which is dissolved in a small volume of ethanol and diluted with ethyl acetate. The tan crystals which form are filtered to afford 2-(3-bromophenyl)-2-propylamine hydrochloride: 1H NMR (CDCl3+CD3OD drop) δ 7.65 (n m, 1H), 7.51 (app t, 2H), 7.32 (m, 1H), 1.77 (s, 6H); MS (CI) m/z 214.0 (MH+)